Dataset: the Open Reaction Database (ORD), a public repository of structured organic reaction records. Task: describe an organic reaction: reactants, conditions, products, and yield The reactants are [Br-], [Li]CCCC, C1CCOC1, C[P+](c1ccccc1)(c1ccccc1)c1ccccc1, O=C1CCCc2ccc([N+](=O)[O-])cc21, O. Product: C=C1CCCc2ccc([N+](=O)[O-])cc21. Reaction SMILES: [Br-:26].[CH2:15]([Li:16])[CH2:17][CH2:18][CH3:19].[CH2:21]1[O:22][CH2:23][CH2:24][CH2:25]1.[CH3:27][P+:28]([c:29]1[cH:30][cH:31][cH:32][cH:33][cH:34]1)([c:35]1[cH:36][cH:37][cH:38][cH:39][cH:40]1)[c:41]1[cH:42][cH:43][cH:44][cH:45][cH:46]1.[N+:1](=[O:2])([O-:3])[c:4]1[cH:5][cH:6][c:7]2[c:12]([cH:13]1)[C:11](=[O:14])[CH2:10][CH2:9][CH2:8]2.[OH2:20]>>[N+:1](=[O:2])([O-:3])[c:4]1[cH:5][cH:6][c:7]2[c:12]([cH:13]1)[C:11](=[CH2:15])[CH2:10][CH2:9][CH2:8]2. Reactants: BrC1=CC(=C(CN=C=O)C=C1)F (4-bromo-2-fluorobenzyl isocyanate), C[O-].[Na+] (sodium methylate), ClC=1C=C(C(C(=O)OC)=CC1)N (methyl 4-chloroanthranilate), C(=O)O (formic acid), solution. Solvent: CO (methanol), C=1(C(=CC=CC1)C)C (xylene), C=1(C(=CC=CC1)C)C (xylene). Reaction conditions: temperature 110 celsius, time 2 hour. The product is BrC1=CC(=C(CN2C(NC3=CC(=CC=C3C2=O)Cl)=O)C=C1)F (3-(4-bromo-2-fluorobenzyl)-7-chloro-2,4(1H,3H)-quinazolinedione). The yield is 86.2%. Reaction SMILES: [Br:1][C:2]1[CH:11]=[CH:10][C:5]([CH2:6][N:7]=[C:8]=[O:9])=[C:4]([F:12])[CH:3]=1.[Cl:13][C:14]1[CH:15]=[C:16]([NH2:24])[C:17](=[CH:22][CH:23]=1)[C:18](OC)=[O:19].C[O-].[Na+].C(O)=O>C1(C)C(C)=CC=CC=1.CO>[Br:1][C:2]1[CH:11]=[CH:10][C:5]([CH2:6][N:7]2[C:18](=[O:19])[C:17]3[C:16](=[CH:15][C:14]([Cl:13])=[CH:23][CH:22]=3)[NH:24][C:8]2=[O:9])=[C:4]([F:12])[CH:3]=1 |f:2.3|. Procedure: A solution of 4-bromo-2-fluorobenzyl isocyanate (46.0 g, 0.20 mol) in xylene (100 ml) is metered, at room temperature, into a solution of methyl 4-chloroanthranilate (37.1 g, 0.20 mol) in xylene (250 ml). After the addition has ended, the batch is stirred at 110° C. for 2 hours. 3.60 ml of a 30% solution of methanolic sodium methylate (0.020 mol) are metered in and the mixture is stirred at 90° C. for 2 hours, during which process methanol is distilled off. 1.8 ml of 85% formic acid (0.040 mol) ... Reactants: OCCCBr, CC#N, [K+], [K+], O=C([O-])[O-], FC(F)(F)c1cccc(CNCC(c2ccccc2)c2ccccc2)c1Cl. The product is OCCCN(Cc1cccc(C(F)(F)F)c1Cl)CC(c1ccccc1)c1ccccc1. RXN SMILES: [Br:1][CH2:2][CH2:3][CH2:4][OH:5].[CH3:39][C:40]#[N:41].[K+:6].[K+:7].[O-:8][C:9]([O-:10])=[O:11].[c:12]1([CH:18]([CH2:19][NH:20][CH2:21][c:22]2[c:23]([Cl:32])[c:24]([C:28]([F:29])([F:30])[F:31])[cH:25][cH:26][cH:27]2)[c:33]2[cH:34][cH:35][cH:36][cH:37][cH:38]2)[cH:13][cH:14][cH:15][cH:16][cH:17]1>>[CH2:2]([CH2:3][CH2:4][OH:5])[N:20]([CH2:19][CH:18]([c:12]1[cH:13][cH:14][cH:15][cH:16][cH:17]1)[c:33]1[cH:34][cH:35][cH:36][cH:37][cH:38]1)[CH2:21][c:22]1[c:23]([Cl:32])[c:24]([C:28]([F:29])([F:30])[F:31])[cH:25][cH:26][cH:27]1. The reactants are CO, CCCc1nnc(Cc2cc(NC(=O)C(F)(F)F)ccc2S(=O)(=O)Nc2ccc3c(c2)B(O)OC3)o1, [NH4+]. Product: CCCc1nnc(Cc2cc(N)ccc2S(=O)(=O)Nc2ccc3c(c2)B(O)OC3)o1. RXN SMILES: [CH3:38][OH:39].[F:1][C:2]([F:3])([F:4])[C:35]([NH:5][c:6]1[cH:7][c:8]([CH2:26][c:27]2[o:28][c:29]([CH2:32][CH2:33][CH3:34])[n:30][n:31]2)[c:9]([S:12]([NH:13][c:14]2[cH:15][cH:16][c:17]3[c:18]([cH:23]2)[B:19]([OH:22])[O:20][CH2:21]3)(=[O:24])=[O:25])[cH:10][cH:11]1)=[O:36].[NH4+:37]>>[NH2:5][c:6]1[cH:7][c:8]([CH2:26][c:27]2[o:28][c:29]([CH2:32][CH2:33][CH3:34])[n:30][n:31]2)[c:9]([S:12]([NH:13][c:14]2[cH:15][cH:16][c:17]3[c:18]([cH:23]2)[B:19]([OH:22])[O:20][CH2:21]3)(=[O:24])=[O:25])[cH:10][cH:11]1.